describe an organic reaction: reactants, conditions, products, and yield From a dataset of the Open Reaction Database (ORD), a public repository of structured organic reaction records. Reactants: CC1=CC(=NC=C1)N[C@H]1CN(CCC1)C(=O)OC(C)(C)C (tert-Butyl (3R)-3-[(4-methyl-2-pyridyl)amino]piperidine-1-carboxylate), Cl (Hydrochloric acid). The solvent is CO (methanol). Conditions: time 3 hour. The product is Cl.Cl.CC1=CC(=NC=C1)N[C@H]1CNCCC1 (4-Methyl-N-[(3R)-3-piperidyl]pyridin-2-amine dihydrochloride). RXN SMILES: [CH3:1][C:2]1[CH:7]=[CH:6][N:5]=[C:4]([NH:8][C@@H:9]2[CH2:14][CH2:13][CH2:12][N:11](C(OC(C)(C)C)=O)[CH2:10]2)[CH:3]=1.[ClH:22]>CO>[ClH:22].[ClH:22].[CH3:1][C:2]1[CH:7]=[CH:6][N:5]=[C:4]([NH:8][C@@H:9]2[CH2:14][CH2:13][CH2:12][NH:11][CH2:10]2)[CH:3]=1 |f:3.4.5|. Reported procedure: tert-Butyl (3R)-3-[(4-methyl-2-pyridyl)amino]piperidine-1-carboxylate (271 mg, 0.93 mmol) was dissolved in methanol (1 ml). Hydrochloric acid (4N in dioxane, 4.65 ml, 18.6 mmol) was added and the mixture was stirred at room temperature for three hours. The mixture was concentrated under reduced pressure, the residue was treated twice with diethylether and separated by decantation, dissolved in methanol and evaporated to dryness to yield 246 mg (quantitative) MS (ESI) m/z=192.2 [M+1]+. The reactants are C(C)OC(CN1C=CC2=CC=C(C=C12)OCC=1N(N=C(C1)C1=CC=C(C=C1)OC(F)(F)F)CC(F)(F)F)=O ({6-[2-(2,2,2-trifluoro-ethyl)-5-(4-trifluoromethoxy-phenyl)-2H-pyrazol-3-ylmethoxy]-indol-1-yl}-acetic acid ethyl ester), [Li+].[OH-] (LiOH). Yields the product FC(CN1N=C(C=C1COC1=CC=C2C=CN(C2=C1)CC(=O)O)C1=CC=C(C=C1)OC(F)(F)F)(F)F ({6-[2-(2,2,2-trifluoro-ethyl)-5-(4-trifluoromethoxy-phenyl)-2H-pyrazol-3-ylmethoxy]-indol-1-yl}-acetic acid). Reaction SMILES: C([O:3][C:4](=[O:38])[CH2:5][N:6]1[C:14]2[C:9](=[CH:10][CH:11]=[C:12]([O:15][CH2:16][C:17]3[N:18]([CH2:33][C:34]([F:37])([F:36])[F:35])[N:19]=[C:20]([C:22]4[CH:27]=[CH:26][C:25]([O:28][C:29]([F:32])([F:31])[F:30])=[CH:24][CH:23]=4)[CH:21]=3)[CH:13]=2)[CH:8]=[CH:7]1)C.[Li+].[OH-]>>[F:36][C:34]([F:35])([F:37])[CH2:33][N:18]1[C:17]([CH2:16][O:15][C:12]2[CH:13]=[C:14]3[C:9]([CH:8]=[CH:7][N:6]3[CH2:5][C:4]([OH:38])=[O:3])=[CH:10][CH:11]=2)=[CH:21][C:20]([C:22]2[CH:27]=[CH:26][C:25]([O:28][C:29]([F:31])([F:30])[F:32])=[CH:24][CH:23]=2)=[N:19]1 |f:1.2|. Procedure: In analogy to the procedure described for example 1 f], {6-[2-(2,2,2-trifluoro-ethyl)-5-(4-trifluoromethoxy-phenyl)-2H-pyrazol-3-ylmethoxy]-indol-1-yl}-acetic acid ethyl ester was treated with LiOH to obtain {6-[2-(2,2,2-trifluoro-ethyl)-5-(4-trifluoromethoxy-phenyl)-2H-pyrazol-3-ylmethoxy]-indol-1-yl}-acetic acid as brown oil. Procedure: A reaction flask was charged with 3-(4-propyl-phenyl)-propionaldehyde (147 g, prepared as above), methanol (500 mL), and TMOF (90 g). The reaction mass was cooled to 0° C. and hydrochloric acid (37%, 1 g) was added in one portion. The reaction was exothermic and the temperature rose to 23° C. The reaction mass was quenched with sodium methoxide in methanol (25%, 10 g) and the solvent was removed by evaporation. The crude intermediate product 3-(4-propyl-phenyl)-propionaldehyde dimethylacetal was... Reaction conditions: temperature 0 celsius. RXN SMILES: [CH2:1]([C:4]1[CH:9]=[CH:8][C:7]([CH2:10][CH2:11][CH:12]=[O:13])=[CH:6][CH:5]=1)[CH2:2][CH3:3].C[C@H](NC([C@H]1N(C([C@@H](NC([C@@H](N)CC2C=CC(O)=CC=2)=O)CC(O)=O)=O)CCC1)=O)[C:16](N1[C@H](C(N2[C@H](C(N3[C@H](C(N4[C@H](C(N5[C@H](C(N6[C@H](C(O)=O)CCC6)=O)CCC5)=O)CCC4)=O)CCC3)=O)CCC2)=O)CCC1)=[O:17].Cl.[CH3:90]O>>[CH3:90][O:13][CH:12]([O:17][CH3:16])[CH2:11][CH2:10][C:7]1[CH:8]=[CH:9][C:4]([CH2:1][CH2:2][CH3:3])=[CH:5][CH:6]=1. The reactants are C(CC)C1=CC=C(C=C1)CCC=O (3-(4-propyl-phenyl)-propionaldehyde), C[C@@H](C(=O)N1CCC[C@H]1C(=O)N2CCC[C@H]2C(=O)N3CCC[C@H]3C(=O)N4CCC[C@H]4C(=O)N5CCC[C@H]5C(=O)N6CCC[C@H]6C(=O)O)NC(=O)[C@@H]7CCCN7C(=O)[C@H](CC(=O)O)NC(=O)[C@H](CC8=CC=C(C=C8)O)N (TMOF), CO (methanol), Cl (hydrochloric acid). Yields the product COC(CCC1=CC=C(C=C1)CCC)OC (3-(4-propyl-phenyl)-propionaldehyde dimethylacetal). The reactants are [I-].C[S+](=O)(C)C (trimethylsulfoxonium iodide), [H][H] (hydrogen), ClC=1C=C(C=CC1OC(C)C)C1=NOC(=N1)C1=CC=C(C=C1)\C=C/C(=O)OC ((Z)-methyl 3-(4-(3-(3-chloro-4-isopropoxyphenyl)-1,2,4-oxadiazol-5-yl)phenyl)acrylate), [H-].[Na+] (NaH). Run in O (water), [Cl-].[Na+] (sodium chloride), CS(=O)C (DMSO), CS(=O)C (DMSO). Conditions: time 30 minute. Yields the product ClC=1C=C(C=CC1OC(C)C)C1=NOC(=N1)C1=CC=C(C=C1)[C@H]1[C@@H](C1)C(=O)OC (Trans-methyl 2-(4-(3-(3-chloro-4-isopropoxyphenyl)-1,2,4-oxadiazol-5-yl)phenyl)cyclopropanecarboxylate). Isolated yield 38.8%. RXN SMILES: [I-].[CH3:2][S+](C)(C)=O.[H-].[Na+].[H][H].[Cl:11][C:12]1[CH:13]=[C:14]([C:22]2[N:26]=[C:25]([C:27]3[CH:32]=[CH:31][C:30](/[CH:33]=[CH:34]\[C:35]([O:37][CH3:38])=[O:36])=[CH:29][CH:28]=3)[O:24][N:23]=2)[CH:15]=[CH:16][C:17]=1[O:18][CH:19]([CH3:21])[CH3:20]>CS(C)=O.[Cl-].[Na+].O>[Cl:11][C:12]1[CH:13]=[C:14]([C:22]2[N:26]=[C:25]([C:27]3[CH:28]=[CH:29][C:30]([C@@H:33]4[CH2:2][C@H:34]4[C:35]([O:37][CH3:38])=[O:36])=[CH:31][CH:32]=3)[O:24][N:23]=2)[CH:15]=[CH:16][C:17]=1[O:18][CH:19]([CH3:21])[CH3:20] |f:0.1,2.3,7.8|. Reported procedure: To a stirred suspension of trimethylsulfoxonium iodide (234 mg, 1.065 mmol) in DMSO (5.0 mL) under nitrogen, was added, in portions NaH (42.6 mg, 1.065 mmol), with a water bath in place to keep the reaction between 25-30° C. Upon completion of hydrogen evolution, a solution of (Z)-methyl 3-(4-(3-(3-chloro-4-isopropoxyphenyl)-1,2,4-oxadiazol-5-yl)phenyl)acrylate (386 mg, 0.968 mmol) in DMSO (5.00 mL) was added drop-wise, keeping the reaction temperature at or below 35° C. After addition was compl...